From a dataset of the Open Reaction Database (ORD), a public repository of structured organic reaction records. describe an organic reaction: reactants, conditions, products, and yield Reagents/catalysts: C=1C=CC(=CC1)/C=C/C(=O)/C=C/C2=CC=CC=C2.C=1C=CC(=CC1)/C=C/C(=O)/C=C/C2=CC=CC=C2.C=1C=CC(=CC1)/C=C/C(=O)/C=C/C2=CC=CC=C2.[Pd].[Pd] (Pd2(dba)3). Yield: 29.3%. Procedure details: In a similar manner as described for Example 41, 5-methyl-7-[3-(trifluoromethyl)phenyl]imidazo[5,1-f][1,2,4]triazin-2-amine (Intermediate 45) (0.025 g, 0.09 mmol), 2-bromo-4-fluoro-1-methoxybenzene (0.017 g, 0.09 mmol), Pd2(dba)3 (0.008 g, 0.01 mmol), 2-(Di-t-butylphosphino)biphenyl (0.008 g, 0.03 mmol), and NaOtBu (0.011 g, 0.11 mmol) in 1,4-dioxane (1 mL) gave N-(5-fluoro-2-methoxyphenyl)-5-methyl-7-[3-(trifluoromethyl)phenyl]imidazo[5,1-f][1,2,4]triazin-2-amine (0.011 g) as a yellow solid. 1H... The solvent is O1CCOCC1 (1,4-dioxane). Yields the product FC=1C=CC(=C(C1)NC1=NN2C(C=N1)=C(N=C2C2=CC(=CC=C2)C(F)(F)F)C)OC (N-(5-fluoro-2-methoxyphenyl)-5-methyl-7-[3-(trifluoromethyl)phenyl]imidazo[5,1-f][1,2,4]triazin-2-amine). Starting materials: CC(C)(C)[O-].[Na+] (NaOtBu), CC=1N=C(N2N=C(N=CC21)N)C2=CC(=CC=C2)C(F)(F)F (5-methyl-7-[3-(trifluoromethyl)phenyl]imidazo[5,1-f][1,2,4]triazin-2-amine), C(C)(C)(C)P(C1=C(C=CC=C1)C1=CC=CC=C1)C(C)(C)C (2-(Di-t-butylphosphino)biphenyl), CC=1N=C(N2N=C(N=CC21)N)C2=CC(=CC=C2)C(F)(F)F (5-methyl-7-[3-(trifluoromethyl)phenyl]imidazo[5,1-f][1,2,4]triazin-2-amine), BrC1=C(C=CC(=C1)F)OC (2-bromo-4-fluoro-1-methoxybenzene). As a reaction SMILES: [CH3:1][C:2]1[N:3]=[C:4]([C:12]2[CH:17]=[CH:16][CH:15]=[C:14]([C:18]([F:21])([F:20])[F:19])[CH:13]=2)[N:5]2[C:10]=1[CH:9]=[N:8][C:7]([NH2:11])=[N:6]2.Br[C:23]1[CH:28]=[C:27]([F:29])[CH:26]=[CH:25][C:24]=1[O:30][CH3:31].C(P(C(C)(C)C)C1C=CC=CC=1C1C=CC=CC=1)(C)(C)C.CC([O-])(C)C.[Na+]>O1CCOCC1.C1C=CC(/C=C/C(/C=C/C2C=CC=CC=2)=O)=CC=1.C1C=CC(/C=C/C(/C=C/C2C=CC=CC=2)=O)=CC=1.C1C=CC(/C=C/C(/C=C/C2C=CC=CC=2)=O)=CC=1.[Pd].[Pd]>[F:29][C:27]1[CH:26]=[CH:25][C:24]([O:30][CH3:31])=[C:23]([NH:11][C:7]2[N:8]=[CH:9][C:10]3=[C:2]([CH3:1])[N:3]=[C:4]([C:12]4[CH:17]=[CH:16][CH:15]=[C:14]([C:18]([F:21])([F:19])[F:20])[CH:13]=4)[N:5]3[N:6]=2)[CH:28]=1 |f:3.4,6.7.8.9.10|. Reactants: BrC1=NN=C2N1C1=C(C(=NC2)C2=NC=CC=C2)C=C(C=C1)Cl (1-bromo-8-chloro-6-(2-pyridyl)-4H-s-triazolo[4,3-a][1,4]benzodiazepine), OCCN1CCNCC1 (1-(β-hydroxyethyl)piperazine). Product: ClC=1C=CC2=C(C(=NCC=3N2C(=NN3)N3CCN(CC3)CCO)C3=NC=CC=C3)C1 (8-chloro-1-[4-(β-hydroxyethyl)piperazino]-6-(2-pyridyl)-4H-s-triazolo[4,3-a][1,4]benzodiazepine). RXN SMILES: Br[C:2]1[N:6]2[C:7]3[CH:21]=[CH:20][C:19]([Cl:22])=[CH:18][C:8]=3[C:9]([C:12]3[CH:17]=[CH:16][CH:15]=[CH:14][N:13]=3)=[N:10][CH2:11][C:5]2=[N:4][N:3]=1.[OH:23][CH2:24][CH2:25][N:26]1[CH2:31][CH2:30][NH:29][CH2:28][CH2:27]1>>[Cl:22][C:19]1[CH:20]=[CH:21][C:7]2[N:6]3[C:2]([N:29]4[CH2:30][CH2:31][N:26]([CH2:25][CH2:24][OH:23])[CH2:27][CH2:28]4)=[N:3][N:4]=[C:5]3[CH2:11][N:10]=[C:9]([C:12]3[CH:17]=[CH:16][CH:15]=[CH:14][N:13]=3)[C:8]=2[CH:18]=1. Reported procedure: In the manner given in Example 1, 1-bromo-8-chloro-6-(2-pyridyl)-4H-s-triazolo[4,3-a][1,4]benzodiazepine is heated with excess 1-(β-hydroxyethyl)piperazine to give 8-chloro-1-[4-(β-hydroxyethyl)piperazino]-6-(2-pyridyl)-4H-s-triazolo[4,3-a][1,4]benzodiazepine. The reactants are C(C)(C)(C)OC(NC1=C(C=C(C(=C1)Cl)C)NC(CC(=O)C1=CC(=CC=C1)C1=CC(=NC=C1)C)=O)=O ((5-chloro-4-methyl-2-{3-[3-(2-methyl-pyridin-4-yl)-phenyl]-3-oxo-propionylamino}-phenyl)-carbamic acid tert-butyl ester), C(=O)(C(F)(F)F)O (TFA). The solvent is C(Cl)Cl (CH2Cl2). Product: ClC=1C(=CC2=C(NC(CC(=N2)C2=CC(=CC=C2)C2=CC(=NC=C2)C)=O)C1)C (8-Chloro-7-methyl-4-[3-(2-methyl-pyridin-4-yl)-phenyl]-1,3-dihydro-benzo[b][1,4]diazepin-2-one), solid. Isolated yield 81.0%. Reaction SMILES: C(OC(=O)[NH:7][C:8]1[CH:13]=[C:12]([Cl:14])[C:11]([CH3:15])=[CH:10][C:9]=1[NH:16][C:17](=O)[CH2:18][C:19]([C:21]1C=C[CH:24]=[C:23]([C:27]2[CH:32]=[CH:31][N:30]=[C:29]([CH3:33])[CH:28]=2)[CH:22]=1)=O)(C)(C)C.[C:36](O)([C:38](F)(F)F)=[O:37]>C(Cl)Cl>[Cl:14][C:12]1[C:11]([CH3:15])=[CH:10][C:9]2[N:16]=[C:17]([C:18]3[CH:19]=[CH:21][CH:22]=[C:23]([C:27]4[CH:32]=[CH:31][N:30]=[C:29]([CH3:33])[CH:28]=4)[CH:24]=3)[CH2:38][C:36](=[O:37])[NH:7][C:8]=2[CH:13]=1. Reported procedure: The title compound was prepared from (5-chloro-4-methyl-2-{3-[3-(2-methyl-pyridin-4-yl)-phenyl]-3-oxo-propionylamino}-phenyl)-carbamic acid tert-butyl ester (Example M77) (0.36 g, 0.72 mmol) by treatment with TFA in CH2Cl2 according to the general procedure N. Obtained as a light yellow solid (220 mg, 81%). The reactants are CO, C=CCC(C)(C)C(=O)OC, NN, O. Product: C=CCC(C)(C)C(=O)NN. RXN SMILES: [CH3:14][OH:15].[CH3:1][C:2]([C:3](=[O:4])[O:5][CH3:6])([CH2:7][CH:8]=[CH2:9])[CH3:10].[NH2:12][NH2:13].[OH2:11]>>[CH3:1][C:2]([C:3](=[O:4])[NH:12][NH2:13])([CH2:7][CH:8]=[CH2:9])[CH3:10]. Reactants: O=C(OO)c1cccc(Cl)c1, ClCCl, [Na+], O=C([O-])O, O, C=CCC(NS(=O)(=O)c1ccc(-c2ccccc2)cc1)C(=O)OC. The product is COC(=O)C(CC1CO1)NS(=O)(=O)c1ccc(-c2ccccc2)cc1. RXN SMILES: [Cl:26][c:27]1[cH:28][cH:29][cH:30][c:31]([C:32]([O:33][OH:35])=[O:34])[cH:36]1.[Cl:37][CH2:38][Cl:39].[Na+:44].[O-:40][C:41]([OH:42])=[O:43].[OH2:25].[c:1]1(-[c:19]2[cH:20][cH:21][cH:22][cH:23][cH:24]2)[cH:2][cH:3][c:4]([S:7](=[O:8])(=[O:9])[NH:10][CH:11]([C:12](=[O:13])[O:14][CH3:15])[CH2:16][CH:17]=[CH2:18])[cH:5][cH:6]1>>[c:1]1(-[c:19]2[cH:20][cH:21][cH:22][cH:23][cH:24]2)[cH:2][cH:3][c:4]([S:7](=[O:8])(=[O:9])[NH:10][CH:11]([C:12](=[O:13])[O:14][CH3:15])[CH2:16][CH:17]2[CH2:18][O:34]2)[cH:5][cH:6]1. Reactants: trehalose hydrate, C([C@@H]1[C@H]([C@@H]([C@H]([C@H](O1)OC[C@H]([C@H]([C@@H]([C@@H](CO)O)O)O)O)O)O)O)O (palatinit). The solvent is O (water). Reaction conditions: temperature 125 celsius. Yields the product C([C@@H]1[C@H]([C@@H]([C@H]([C@H](O1)O[C@@H]2[C@@H]([C@H]([C@@H]([C@H](O2)CO)O)O)O)O)O)O)O (trehalose). Reaction SMILES: [CH2:1]([OH:23])[C@H:2]1[O:7][C@H:6]([O:8][CH2:9][C@@H:10]([OH:19])[C@@H:11]([OH:18])[C@H:12]([OH:17])[C@H:13]([OH:16])[CH2:14][OH:15])[C@H:5]([OH:20])[C@@H:4]([OH:21])[C@@H:3]1[OH:22]>O>[CH2:1]([OH:23])[C@H:2]1[O:7][C@H:6]([O:8][C@H:9]2[O:16][C@H:13]([CH2:14][OH:15])[C@@H:12]([OH:17])[C@H:11]([OH:18])[C@H:10]2[OH:19])[C@H:5]([OH:20])[C@@H:4]([OH:21])[C@@H:3]1[OH:22]. Reported procedure: Ninety-five parts by weight of high-purity crystalline trehalose hydrate and 18 parts by weight of palatinit were placed in a dissolving tank, and admixed with and dissolved by heating in 63 parts by weight of water. The solution was placed in a concentrator, concentrated to boil down by heating to 125° C. under reduced pressure, continued concentrating by heating under reduced pressure while keeping the temperature until reaching to a moisture content of about 1.0%. Similarly as in Example A-1,... Starting materials: COc1ccc(CN(Cc2ccc(OC)cc2)c2nc3ccccc3n3c(CC(C)(C)O)c(CC(C)C)nc23)cc1, O=C(O)C(F)(F)F. Product: CC(C)Cc1nc2c(N)nc3ccccc3n2c1CC(C)(C)O. RXN SMILES: [CH3:1][O:2][c:3]1[cH:4][cH:5][c:6]([CH2:7][N:8]([c:9]2[c:10]3[n:11]([c:12]4[cH:13][cH:14][cH:15][cH:16][c:17]4[n:18]2)[c:19]([CH2:26][C:27]([CH3:28])([OH:29])[CH3:30])[c:20]([CH2:22][CH:23]([CH3:24])[CH3:25])[n:21]3)[CH2:31][c:32]2[cH:33][cH:34][c:35]([O:36][CH3:37])[cH:38][cH:39]2)[cH:40][cH:41]1.[OH:42][C:43]([C:44]([F:45])([F:46])[F:47])=[O:48]>>[NH2:8][c:9]1[c:10]2[n:11]([c:12]3[cH:13][cH:14][cH:15][cH:16][c:17]3[n:18]1)[c:19]([CH2:26][C:27]([CH3:28])([OH:29])[CH3:30])[c:20]([CH2:22][CH:23]([CH3:24])[CH3:25])[n:21]2. Reactants: [BH4-], CO, Cl[Cu], [H][H], [K+], O=C1COc2ccc([N+](=O)[O-])cc2N1. Product: Nc1ccc2c(c1)NC(=O)CO2. RXN SMILES: [BH4-:15].[CH3:19][OH:20].[Cu:21][Cl:22].[H:17][H:18].[K+:16].[N+:1]([O-:2])(=[O:3])[c:4]1[cH:5][cH:6][c:7]2[c:8]([cH:14]1)[NH:9][C:10](=[O:13])[CH2:11][O:12]2>>[NH2:1][c:4]1[cH:5][cH:6][c:7]2[c:8]([cH:14]1)[NH:9][C:10](=[O:13])[CH2:11][O:12]2. Starting materials: ClC1=NC=C(C=C1Cl)C(Cl)(Cl)Cl (2,3-dichloro-5-trichloromethyl pyridine), ice water, ClC1=NC=C(C=C1Cl)C(F)(F)F (2,3-dichloro-5-(trifluoromethyl)pyridine), [C-]#N.[K+] (potassium cyanide). The solvent is CS(=O)C (dimethyl sulfoxide). Run at time 20 minute. Product: ClC=1C(=NC=C(C1)C(F)(F)F)C#N (3-CHLORO-2-CYANO-5-(TRIFLUOROMETHYL)PYRIDINE). RXN SMILES: Cl[C:2]1C(Cl)=CC(C(Cl)(Cl)Cl)=C[N:3]=1.Cl[C:14]1[C:19]([Cl:20])=[CH:18][C:17]([C:21]([F:24])([F:23])[F:22])=[CH:16][N:15]=1.[C-]#N.[K+]>CS(C)=O>[Cl:20][C:19]1[C:14]([C:2]#[N:3])=[N:15][CH:16]=[C:17]([C:21]([F:24])([F:23])[F:22])[CH:18]=1 |f:2.3|. Procedure: 3-Chloro-2-fluoro-5-(trifluoromethyl)pyridine (obtained as a by-product from the fluorine exchange reaction when converting 2,3-dichloro-5-trichloromethyl pyridine to 2,3-dichloro-5-(trifluoromethyl)pyridine) (40.0 g, 0.2 mole) was put into 270 ml of dimethyl sulfoxide and stirred while potassium cyanide (14.4 g, 0.221 mole) was spooned in over a 20-minute period. The mixture was then stirred for another 20 minutes. The temperature was held between 23° and 28° C. throughout the reaction. The mix...